From a dataset of the Open Reaction Database (ORD), a public repository of structured organic reaction records. describe an organic reaction: reactants, conditions, products, and yield The reactants are CC(C)(C)OC(=O)N1CCC(O)CC1, C1CCOC1, CC(C)c1nc2cc(O)c([N+](=O)[O-])cc2[nH]1, CCOC(=O)N=NC(=O)OCC, c1ccc(P(c2ccccc2)c2ccccc2)cc1. Product: CC(C)c1nc2cc([N+](=O)[O-])c(OC3CCN(C(=O)OC(C)(C)C)CC3)cc2[nH]1. As a reaction SMILES: [C:17]([CH3:18])([CH3:19])([CH3:20])[O:21][C:22](=[O:23])[N:24]1[CH2:25][CH2:26][CH:27]([OH:30])[CH2:28][CH2:29]1.[CH2:62]1[O:63][CH2:64][CH2:65][CH2:66]1.[CH:1]([CH3:2])([CH3:3])[c:4]1[nH:5][c:6]2[c:7]([n:8]1)[cH:9][c:10]([OH:16])[c:11]([N+:13](=[O:14])[O-:15])[cH:12]2.[O:50]=[C:51]([O:52][CH2:53][CH3:54])[N:55]=[N:56][C:57]([O:58][CH2:59][CH3:60])=[O:61].[c:31]1([P:32]([c:33]2[cH:34][cH:35][cH:36][cH:37][cH:38]2)[c:39]2[cH:40][cH:41][cH:42][cH:43][cH:44]2)[cH:45][cH:46][cH:47][cH:48][cH:49]1>>[CH:1]([CH3:2])([CH3:3])[c:4]1[n:5][c:6]2[c:7]([nH:8]1)[cH:9][c:10]([O:16][CH:27]1[CH2:26][CH2:25][N:24]([C:22]([O:21][C:17]([CH3:18])([CH3:19])[CH3:20])=[O:23])[CH2:29][CH2:28]1)[c:11]([N+:13](=[O:14])[O-:15])[cH:12]2. Starting materials: ClC=1C(=CC(=NC1)C(=O)O)OCC1CC1 (5-chloro-4-cyclopropylmethoxy-pyridine-2-carboxylic acid), FC(C(N)C1=NC=CC=C1)(F)F (α-(trifluoromethyl)-2-pyridinemethanamine). Product: FC(C(C1=NC=CC=C1)NC(=O)C1=NC=C(C(=C1)OCC1CC1)Cl)(F)F ((+)-5-Chloro-4-cyclopropylmethoxy-pyridine-2-carboxylic acid (2,2,2-trifluoro-1-pyridin-2-yl-ethyl)-amide). Reaction SMILES: [Cl:1][C:2]1[C:3]([O:11][CH2:12][CH:13]2[CH2:15][CH2:14]2)=[CH:4][C:5]([C:8]([OH:10])=O)=[N:6][CH:7]=1.[F:16][C:17]([F:27])([F:26])[CH:18]([C:20]1[CH:25]=[CH:24][CH:23]=[CH:22][N:21]=1)[NH2:19]>>[F:27][C:17]([F:16])([F:26])[CH:18]([NH:19][C:8]([C:5]1[CH:4]=[C:3]([O:11][CH2:12][CH:13]2[CH2:15][CH2:14]2)[C:2]([Cl:1])=[CH:7][N:6]=1)=[O:10])[C:20]1[CH:25]=[CH:24][CH:23]=[CH:22][N:21]=1. Procedure: The title compound was synthesized in analogy to Example 1, using 5-chloro-4-cyclopropylmethoxy-pyridine-2-carboxylic acid and α-(trifluoromethyl)-2-pyridinemethanamine (CAN 503173-14-6) as starting materials. The racemate (96 mg, 83%) was separated into its enantiomers by preparative chiral HPLC (ChiralPak AD, isopropanol/heptane) and the title compound was isolated as colorless oil; LC-MS (UV peak area, m/z) 100%, 386.0882 (MH+). [α]D20=+22.4 (MeOH). Starting materials: CI, CN(C)C=O, [H-], [Na+], O=Cc1cc(O)ccc1[N+](=O)[O-]. Product: COc1ccc([N+](=O)[O-])c(C=O)c1. Reaction SMILES: [CH3:15][I:16].[CH3:17][N:18]([CH3:19])[CH:20]=[O:21].[H-:13].[Na+:14].[OH:1][c:2]1[cH:3][cH:4][c:5]([N+:10](=[O:11])[O-:12])[c:6]([CH:7]=[O:8])[cH:9]1>>[O:1]([c:2]1[cH:3][cH:4][c:5]([N+:10](=[O:11])[O-:12])[c:6]([CH:7]=[O:8])[cH:9]1)[CH3:15]. Reactants: CC(=O)Nc1ccc(F)c(Cl)c1, O, O=[N+]([O-])O, O=S(=O)(O)O. Product: CC(=O)Nc1cc(Cl)c(F)cc1[N+](=O)[O-]. As a reaction SMILES: [Cl:1][c:2]1[cH:3][c:4]([NH:9][C:10]([CH3:11])=[O:12])[cH:5][cH:6][c:7]1[F:8].[OH2:17].[OH:13][N+:14]([O-:15])=[O:16].[S:18](=[O:19])(=[O:20])([OH:21])[OH:22]>>[Cl:1][c:2]1[cH:3][c:4]([NH:9][C:10]([CH3:11])=[O:12])[c:5]([N+:14](=[O:13])[O-:15])[cH:6][c:7]1[F:8].